From a dataset of the Open Reaction Database (ORD), a public repository of structured organic reaction records. describe an organic reaction: reactants, conditions, products, and yield The reactants are CC1(CO)CC1, CC(NC(=O)Cc1cccc(Cl)c1)C(=O)O. RXN SMILES: [CH3:17][C:18]1([CH2:21][OH:22])[CH2:19][CH2:20]1.[Cl:1][c:2]1[cH:3][c:4]([CH2:8][C:9](=[O:10])[NH:11][CH:12]([CH3:13])[C:14](=[O:15])[OH:16])[cH:5][cH:6][cH:7]1>>[Cl:1][c:2]1[cH:3][c:4]([CH2:8][C:9](=[O:10])[NH:11][CH:12]([CH3:13])[C:14]([O:15][CH2:21][C:18]2([CH3:17])[CH2:19][CH2:20]2)=[O:16])[cH:5][cH:6][cH:7]1. Yields the product CC(NC(=O)Cc1cccc(Cl)c1)C(=O)OCC1(C)CC1.